From a dataset of the Open Reaction Database (ORD), a public repository of structured organic reaction records. describe an organic reaction: reactants, conditions, products, and yield Starting materials: Cc1ccccc1, Nc1cc(F)ccc1C(=O)O, O=C=Nc1ccccc1. The product is O=C(Nc1ccccc1)Nc1cc(F)ccc1C(=O)O. Reaction SMILES: [CH3:21][c:22]1[cH:23][cH:24][cH:25][cH:26][cH:27]1.[F:10][c:11]1[cH:12][c:13]([NH2:20])[c:14]([C:15](=[O:16])[OH:17])[cH:18][cH:19]1.[O:1]=[C:2]=[N:3][c:4]1[cH:5][cH:6][cH:7][cH:8][cH:9]1>>[O:1]=[C:2]([NH:3][c:4]1[cH:5][cH:6][cH:7][cH:8][cH:9]1)[NH:20][c:13]1[cH:12][c:11]([F:10])[cH:19][cH:18][c:14]1[C:15](=[O:16])[OH:17]. The reactants are FC(C=1C=C(CN2C(C3=C(OCCC2)N=C(C=C3C3=CC=CC=C3)Cl)=O)C=C(C1)C(F)(F)F)(F)F (5-[3,5-bis(trifluoromethyl)benzyl]-9-chloro-6-oxo-7-phenyl-2,3,4,5-tetrahydro-6H-pyrido[2,3-b][1,5]oxazocine), N1(CCCCC1)C1CCNCC1 (4-(piperidine-1-yl)piperidine). The product is FC(C=1C=C(CN2C(C3=C(OCCC2)N=C(C=C3C3=CC=CC=C3)N3CCC(CC3)N3CCCCC3)=O)C=C(C1)C(F)(F)F)(F)F (5-[3,5-bis(trifluoromethyl)benzyl]-6-oxo-7-phenyl-9-[4-(piperidine-1-yl)piperidine-1-yl]-2,3,4,5-tetrahydro-6H-pyrido[2,3-b][1,5]oxazocine). Yield: 47.8%. As a reaction SMILES: [F:1][C:2]([F:35])([F:34])[C:3]1[CH:4]=[C:5]([CH:27]=[C:28]([C:30]([F:33])([F:32])[F:31])[CH:29]=1)[CH2:6][N:7]1[CH2:14][CH2:13][CH2:12][O:11][C:10]2[N:15]=[C:16](Cl)[CH:17]=[C:18]([C:19]3[CH:24]=[CH:23][CH:22]=[CH:21][CH:20]=3)[C:9]=2[C:8]1=[O:26].[N:36]1([CH:42]2[CH2:47][CH2:46][NH:45][CH2:44][CH2:43]2)[CH2:41][CH2:40][CH2:39][CH2:38][CH2:37]1>>[F:1][C:2]([F:35])([F:34])[C:3]1[CH:4]=[C:5]([CH:27]=[C:28]([C:30]([F:33])([F:32])[F:31])[CH:29]=1)[CH2:6][N:7]1[CH2:14][CH2:13][CH2:12][O:11][C:10]2[N:15]=[C:16]([N:45]3[CH2:46][CH2:47][CH:42]([N:36]4[CH2:41][CH2:40][CH2:39][CH2:38][CH2:37]4)[CH2:43][CH2:44]3)[CH:17]=[C:18]([C:19]3[CH:24]=[CH:23][CH:22]=[CH:21][CH:20]=3)[C:9]=2[C:8]1=[O:26]. Reported procedure: In a similar manner to Example 1, 5-[3,5-bis(trifluoromethyl)benzyl]-9-chloro-6-oxo-7-phenyl-2,3,4,5-tetrahydro-6H-pyrido[2,3-b][1,5]oxazocine (40.0 mg) was reacted with 4-(piperidine-1-yl)piperidine (32.7 mg) to obtain 5-[3,5-bis(trifluoromethyl)benzyl]-6-oxo-7-phenyl-9-[4-(piperidine-1-yl)piperidine-1-yl]-2,3,4,5-tetrahydro-6H-pyrido[2,3-b][1,5]oxazocine (24.0 mg, 48%).